This data is from the Open Reaction Database (ORD), a public repository of structured organic reaction records. The task is: describe an organic reaction: reactants, conditions, products, and yield Reactants: COC=1C=C(C=C(C1OCOC)OC)C(CS)S (1-(3,5-dimethoxy-4-methoxymethoxyphenyl)-1,2-ethanedithiol), [N+](=O)([O-])C=1C(=C(C=C(C=O)C1)OC)O (5-nitrovanillin), C1(=CC=C(C=C1)S(=O)(=O)[O-])C.[NH+]1=CC=CC=C1 (pyridinium para-toluenesulfonate), C1=CC=CC=C1 (benzene). The solvent is C1=CC=CC=C1.O (benzene water). Product: OC1=C(C=C(C=C1[N+](=O)[O-])[C@@H]1SC[C@H](S1)C1=CC(=C(C(=C1)OC)OC)OC)OC (trans 2-(4-hydroxy-3-methoxy-5-nitrophenyl)-4-(3,4,5-trimethoxyphenyl)-1,3-dithiolane). Reaction SMILES: [CH3:1][O:2][C:3]1[CH:4]=[C:5]([CH:15]([SH:18])[CH2:16][SH:17])[CH:6]=[C:7]([O:13][CH3:14])[C:8]=1[O:9][CH2:10]OC.[N+:19]([C:22]1[C:23]([OH:32])=[C:24]([O:30][CH3:31])[CH:25]=[C:26]([CH:29]=1)[CH:27]=O)([O-:21])=[O:20].C1(C)C=CC(S([O-])(=O)=O)=CC=1.[NH+]1C=CC=CC=1.C1C=CC=CC=1>C1C=CC=CC=1.O>[OH:32][C:23]1[C:22]([N+:19]([O-:21])=[O:20])=[CH:29][C:26]([C@H:27]2[S:18][C@H:15]([C:5]3[CH:6]=[C:7]([O:13][CH3:14])[C:8]([O:9][CH3:10])=[C:3]([O:2][CH3:1])[CH:4]=3)[CH2:16][S:17]2)=[CH:25][C:24]=1[O:30][CH3:31] |f:2.3,5.6|. Reported procedure: 1-(3,4,5-trimethoxyphenyl)-1,2-ethanedithiol (39) (FIG. 19) (25.4 g,97.7 mmole), 5-nitrovanillin (16.73 g, 84.9 mmole), pyridinium para-toluenesulfonate (PPTS) (8.52 g, 33.9 mmole) and 100 ml dry benzene were refluxed under an argon atmosphere with Dean-Stark removal of the benzene-water azeotrope for 12 hours. The reaction was cooled to room temperature and the precipitated PPTS removed by vacuum filtration. Hexane (100 ml) was added to the filtrate and the precipitate collected by vacuum filtr... The reactants are [C@@H]1([C@H](O)[C@H](O)[C@@H](CO)O1)N1C=NC=2C(N)=NC=NC12 (adenosine), NC1=NC(=C2N=CN(C2=N1)[C@H]1[C@H](OCCCCCCCCC)[C@H](O)[C@H](O1)CO)N (2,6-diamino-9-(2'-O-nonyl-β-D-ribofuranosyl)purine), NC1=NC(=C2N=CN(C2=N1)[C@H]1[C@H](O)[C@H](OCCCCCCCCC)[C@H](O1)CO)N (2,6-diamino-9-(3'-O-nonyl-β-D-ribofuranosyl)purine), CS(=O)C (DMSO). The solvent is P(=O)([O-])([O-])[O-].[Na+].[Na+].[Na+] (sodium phosphate). Yields the product C(CCCCCCCC)O[C@H]1[C@@H](O[C@@H]([C@H]1O)CO)N1C=NC=2C(=O)NC(N)=NC12 (2'-O-Nonylguanosine). RXN SMILES: [NH2:1][C:2]1[N:10]=[C:9]2[C:5]([N:6]=[CH:7][N:8]2[C@@H:11]2[O:26][C@H:25]([CH2:27][OH:28])[C@@H:23]([OH:24])[C@H:12]2[O:13][CH2:14][CH2:15][CH2:16][CH2:17][CH2:18][CH2:19][CH2:20][CH2:21][CH3:22])=[C:4](N)[N:3]=1.NC1N=C2C(N=CN2[C@@H]2O[C@H](CO)[C@@H](OCCCCCCCCC)[C@H]2[OH:42])=C(N)N=1.CS(C)=O.[C@@H]1(N2C3N=CN=C(N)C=3N=C2)O[C@H](CO)[C@@H](O)[C@H]1O>P([O-])([O-])([O-])=O.[Na+].[Na+].[Na+]>[CH2:14]([O:13][C@@H:12]1[C@H:23]([OH:24])[C@@H:25]([CH2:27][OH:28])[O:26][C@H:11]1[N:8]1[C:9]2[N:10]=[C:2]([NH2:1])[NH:3][C:4](=[O:42])[C:5]=2[N:6]=[CH:7]1)[CH2:15][CH2:16][CH2:17][CH2:18][CH2:19][CH2:20][CH2:21][CH3:22] |f:4.5.6.7|. Procedure details: A mixture of 2,6-diamino-9-(2'-O-nonyl-β-D-ribofuranosyl)purine and 2,6-diamino-9-(3'-O-nonyl-β-D-ribofuranosyl)purine (≈80:20 mixture, 29 g) in 0.1M sodium phosphate buffer (50 ml, pH 7.4), 0.1M tris buffer (1800 ml, pH 7.4) and DMSO (1080 ml) was treated with adenosine deaminase (1.6 g) as per the procedure of Example 3 to yield 60 g of product as an oil. An analytical product was purified by silica gel chromatography and recrystallized from EtOAc. m.p. 258°-259° C. 1H NMR (DMSO-d6) δ 0.96 (t,... The solvent is CN(C)C=O (DMF). Reported procedure: To a solution of 5-(6-isopropoxy-pyrazin-2-yl)-1H-indole-3-carboxylic acid (8.0 g, 26.9 mmol) in DMF (80 mL) was added K2CO3 (4.50 g, 32.3 mmol) and dimethyl sulfate (2.50 mL, 26.9 mmol) at RT and the reaction was heated to 80° C. for 3 h. The mixture was cooled to RT and partitioned between ice water (80 mL) and EtOAc (80 mL). The organic layer was separated and dried over anhydrous Na2SO4, filtered and concentrated in vacuo. The residue was purified with silica gel chromatography (eluting with... Reaction conditions: temperature 80 celsius. Reactants: C(C)(C)OC1=CN=CC(=N1)C=1C=C2C(=CNC2=CC1)C(=O)O (5-(6-isopropoxy-pyrazin-2-yl)-1H-indole-3-carboxylic acid), C(=O)([O-])[O-].[K+].[K+] (K2CO3), S(=O)(=O)(OC)OC (dimethyl sulfate). The product is C(C)(C)OC1=CN=CC(=N1)C=1C=C2C(=CNC2=CC1)C(=O)OC (methyl 5-(6-isopropoxypyrazin-2-yl)-1H-indole-3-carboxylate). The yield is 77.6%. Reaction SMILES: [CH:1]([O:4][C:5]1[N:10]=[C:9]([C:11]2[CH:12]=[C:13]3[C:17](=[CH:18][CH:19]=2)[NH:16][CH:15]=[C:14]3[C:20]([OH:22])=[O:21])[CH:8]=[N:7][CH:6]=1)([CH3:3])[CH3:2].[C:23]([O-])([O-])=O.[K+].[K+].S(OC)(OC)(=O)=O>CN(C=O)C>[CH:1]([O:4][C:5]1[N:10]=[C:9]([C:11]2[CH:12]=[C:13]3[C:17](=[CH:18][CH:19]=2)[NH:16][CH:15]=[C:14]3[C:20]([O:22][CH3:23])=[O:21])[CH:8]=[N:7][CH:6]=1)([CH3:3])[CH3:2] |f:1.2.3|. Starting materials: 4-hydroxymethyl, C(CCC)C=1N(C(=C(N1)CO)\C=C(/CC=1SC=CC1)\C1=NN=NN1)CC1=C(C=CC=C1)Cl ((E)-1-[2-n-butyl-1-{(2-chlorophenyl)methyl}-4-hydroxymethyl-1H-imidazol-5-yl]-2-(1H-tetrazol-5-yl]-3-(2-thienyl)-1-propene). The reagents and catalysts are [O-2].[O-2].[Mn+4] (manganese dioxide). Yields the product C(CCC)C=1N(C(=C(N1)C=O)\C=C(/CC=1SC=CC1)\C1=NN=NN1)CC1=C(C=CC=C1)Cl ((E)-1-[2-n-Butyl-1-{(2-chlorophenyl)methyl}-4-formyl-1H-imidazol-5-yl]-2-(1H-tetrazol-5-yl)-3-(2-thienyl)-1-propene). As a reaction SMILES: [CH2:1]([C:5]1[N:6]([CH2:25][C:26]2[CH:31]=[CH:30][CH:29]=[CH:28][C:27]=2[Cl:32])[C:7](/[CH:12]=[C:13](/[C:20]2[NH:24][N:23]=[N:22][N:21]=2)\[CH2:14][C:15]2[S:16][CH:17]=[CH:18][CH:19]=2)=[C:8]([CH2:10][OH:11])[N:9]=1)[CH2:2][CH2:3][CH3:4]>[O-2].[O-2].[Mn+4]>[CH2:1]([C:5]1[N:6]([CH2:25][C:26]2[CH:31]=[CH:30][CH:29]=[CH:28][C:27]=2[Cl:32])[C:7](/[CH:12]=[C:13](/[C:20]2[NH:24][N:23]=[N:22][N:21]=2)\[CH2:14][C:15]2[S:16][CH:17]=[CH:18][CH:19]=2)=[C:8]([CH:10]=[O:11])[N:9]=1)[CH2:2][CH2:3][CH3:4] |f:1.2.3|. Reported procedure: The title compound is prepared by manganese dioxide oxidation of the 4-hydroxymethyl-group of (E)-1-[2-n-butyl-1-{(2-chlorophenyl)methyl}-4-hydroxymethyl-1H-imidazol-5-yl]-2-(1H-tetrazol-5-yl]-3-(2-thienyl)-1-propene, prepared in Example 18.